From a dataset of the Open Reaction Database (ORD), a public repository of structured organic reaction records. describe an organic reaction: reactants, conditions, products, and yield The reactants are O=C1SC(C(N1)=O)CC1=CC=C(C=C1)S(=O)(=O)Cl (4-(2,4-dioxo-thiazolidin-5-ylmethyl)benzenesulfonylchloride), Cl.NC1=CC=C(C=C1)N1CCC(CC1)=O (1-(4-Amino-phenyl)-piperidine-4-one hydrochloride). Yields the product O=C1SC(C(N1)=O)CC1=CC=C(C=C1)S(=O)(=O)NC1=CC=C(C=C1)N1CCC(CC1)=O (4-(2,4-Dioxo-thiazolidin-5-ylmethyl)-N-[4-(4-oxo-piperidine-1-yl)-phenyl]-benzenesulfonamide). RXN SMILES: [O:1]=[C:2]1[NH:6][C:5](=[O:7])[CH:4]([CH2:8][C:9]2[CH:14]=[CH:13][C:12]([S:15](Cl)(=[O:17])=[O:16])=[CH:11][CH:10]=2)[S:3]1.Cl.[NH2:20][C:21]1[CH:26]=[CH:25][C:24]([N:27]2[CH2:32][CH2:31][C:30](=[O:33])[CH2:29][CH2:28]2)=[CH:23][CH:22]=1>>[O:1]=[C:2]1[NH:6][C:5](=[O:7])[CH:4]([CH2:8][C:9]2[CH:14]=[CH:13][C:12]([S:15]([NH:20][C:21]3[CH:26]=[CH:25][C:24]([N:27]4[CH2:28][CH2:29][C:30](=[O:33])[CH2:31][CH2:32]4)=[CH:23][CH:22]=3)(=[O:17])=[O:16])=[CH:11][CH:10]=2)[S:3]1 |f:1.2|. Reported procedure: The title compound was prepared from 4-(2,4-dioxo-thiazolidin-5-ylmethyl)benzenesulfonylchloride (J. Med. Chem. 1992, 35, 1853) and 1-(4-amino-phenyl)-piperidine-4-one hydrochloride (which was obtained in Example 224) according to the procedure B of Example 225 as a yellowish solid; 1H NMR (300 MHz, DMSO-d6) δ 2.37 (t, J=6.0 Hz, 4H), 3.10-3.60 (m, 2H), 3.44 (t, J=6.0 Hz, 4H), 4.95 (dd, J=12.3, 6.0 Hz, 1H), 6.80-7.00 (m, 4H), 7.27 (d, J=8.1 Hz, 2H), 7.63 (d, J=8.1 Hz, 2H), 9.77 (brs, 1H), 12.09 (... Starting materials: C1(CCCCC1)O (cyclohexanol), [Cl-].[Na+] (sodium chloride), ClC(=O)OC(C)Cl (1-chloroethyl chloroformate). The solvent is C(Cl)Cl (methylene chloride), N1=CC=CC=C1 (pyridine). Run at time 2 hour. Product: C(OC(C)Cl)(OC1CCCCC1)=O (1-chloroethyl cyclohexyl carbonate). RXN SMILES: [CH:1]1([OH:7])[CH2:6][CH2:5][CH2:4][CH2:3][CH2:2]1.Cl[C:9]([O:11][CH:12]([Cl:14])[CH3:13])=[O:10].[Cl-].[Na+]>C(Cl)Cl.N1C=CC=CC=1>[C:9](=[O:10])([O:7][CH:1]1[CH2:6][CH2:5][CH2:4][CH2:3][CH2:2]1)[O:11][CH:12]([Cl:14])[CH3:13] |f:2.3|. Procedure: 9.15 g of cyclohexanol was dissolved in 150 mL of methylene chloride, to which 7.4 mL of pyridine was added followed by dropwise addition of 10 mL of 1-chloroethyl chloroformate in an ice bath, and this mixture was stirred for 2 hours at room temperature. Then, a sodium chloride solution was added to the reaction mixture and the organic phase was separated therefrom. After the resultant organic phase was dried over anhydrous magnesium sulfate, the solvent was distilled out under reduced pressure... Starting materials: C(C)(C)(C)OC(NC1=C(C=CC(=C1)OC)NC(CC(C1=CC(=CC=C1)C=1C=NC=CC1)=O)=O)=O ({5-methoxy-2-[3-oxo-3-(3-pyridin-3-yl-phenyl)-propionylamino]-phenyl}-carbamic acid tert-butyl ester), C(=O)(C(F)(F)F)O (TFA). Solvent: C(Cl)Cl (CH2Cl2). Product: COC1=CC2=C(NC(CC(=N2)C2=CC(=CC=C2)C=2C=NC=CC2)=O)C=C1 (7-Methoxy-4-(3-pyridin-3-yl-phenyl)-1,3-dihydro-benzo[b][1,4]diazepin-2-one), solid. RXN SMILES: C(OC(=O)[NH:7][C:8]1[CH:13]=[C:12]([O:14][CH3:15])[CH:11]=[CH:10][C:9]=1[NH:16][C:17](=[O:33])[CH2:18][C:19](=O)[C:20]1[CH:25]=[CH:24][CH:23]=[C:22]([C:26]2[CH:27]=[N:28][CH:29]=[CH:30][CH:31]=2)[CH:21]=1)(C)(C)C.C(O)(C(F)(F)F)=O>C(Cl)Cl>[CH3:15][O:14][C:12]1[CH:11]=[CH:10][C:9]2[NH:16][C:17](=[O:33])[CH2:18][C:19]([C:20]3[CH:25]=[CH:24][CH:23]=[C:22]([C:26]4[CH:27]=[N:28][CH:29]=[CH:30][CH:31]=4)[CH:21]=3)=[N:7][C:8]=2[CH:13]=1. Procedure details: The title compound was prepared from {5-methoxy-2-[3-oxo-3-(3-pyridin-3-yl-phenyl)-propionylamino]-phenyl}-carbamic acid tert-butyl ester (Example M51) (229 mg, 0.50 mmol) by treatment with TFA in CH2Cl2 according to the general procedure N. Obtained as a light brown solid (159 mg). Starting materials: N1=CC=CC=C1 (pyridine), COC=1C=C(C=C(C1OC)OC)C=1C(CC(C1)O)=O (2-(3,4,5-trimethoxyphenyl)-4-hydroxy-cyclopent-2-en-1-one), C(C)(=O)OC(C)=O (acetic anhydride). The solvent is ClCCl (dichloromethane). Reaction conditions: temperature 0 celsius, time 10 minute. Product: C(C)(=O)OC1C=C(C(C1)=O)C1=CC(=C(C(=C1)OC)OC)OC (4-acetoxy-2-(3,4,5-trimethoxyphenyl)-cyclopent-2-en-1-one). Reaction SMILES: [CH3:1][O:2][C:3]1[CH:4]=[C:5]([C:13]2[C:14](=[O:19])[CH2:15][CH:16]([OH:18])[CH:17]=2)[CH:6]=[C:7]([O:11][CH3:12])[C:8]=1[O:9][CH3:10].N1C=CC=CC=1.[C:26](OC(=O)C)(=[O:28])[CH3:27]>ClCCl>[C:26]([O:18][CH:16]1[CH2:15][C:14](=[O:19])[C:13]([C:5]2[CH:6]=[C:7]([O:11][CH3:12])[C:8]([O:9][CH3:10])=[C:3]([O:2][CH3:1])[CH:4]=2)=[CH:17]1)(=[O:28])[CH3:27]. Procedure details: A solution of 2-(3,4,5-trimethoxyphenyl)-4-hydroxy-cyclopent-2-en-1-one (3 gm, 11.36 mmol) in dichloromethane (30 ml) was cooled to 0° C. using ice-salt bath. To the cold solution dry pyridine (1.70 gm, 1.73 ml; 26.0 mmol) was added and stirred at 0° C. for 10 min. To the stirred solution, acetic anhydride (1.63 gm, 1.50 ml, 16.0 mmol) was added dropwise while maintaining the temperature below 0° C. The reaction mixture was stirred at room temperature for 15 h (monitored by TLC) then quenched by... Reactants: C(#N)/C(/C(=O)OCC)=C\NC1=CC=C(C=C1)[N+](=O)[O-] ((E)-ethyl 2-cyano-3-((4-nitrophenyl)amino)acrylate), C1=CC=C(C=C1)C2=CC=CC=C2.C1=CC=C(C=C1)OC2=CC=CC=C2 (Dowtherm A). Solvent: CCCCCC (hexane). Run at temperature 50 celsius. Product: OC1=C(C=NC2=CC=C(C=C12)[N+](=O)[O-])C#N (4-hydroxy-6-nitroquinoline-3-carbonitrile). Isolated yield 60.7%. RXN SMILES: [C:1](/[C:3](=[CH:9]\[NH:10][C:11]1[CH:16]=[CH:15][C:14]([N+:17]([O-:19])=[O:18])=[CH:13][CH:12]=1)/[C:4]([O:6]CC)=O)#[N:2].C1C=CC(C2C=CC=CC=2)=CC=1.C1C=CC(OC2C=CC=CC=2)=CC=1>CCCCCC>[OH:6][C:4]1[C:12]2[C:11](=[CH:16][CH:15]=[C:14]([N+:17]([O-:19])=[O:18])[CH:13]=2)[N:10]=[CH:9][C:3]=1[C:1]#[N:2] |f:1.2|. Procedure: A mixture of (E)-ethyl 2-cyano-3-((4-nitrophenyl)amino)acrylate (24.0 g) and Dowtherm A (500 mL) was added to a 1 L flask, the mixture was heated to reflux under nitrogen for 10 hours. After cooling to 50° C., the mixture was diluted with hexane (1 L). The product was filtered, washed with ethanol (100×2 mL), and dried to give 4-hydroxy-6-nitroquinoline-3-carbonitrile (Compound 16) as a brown solid (12.0 g). As a reaction SMILES: [CH3:1][O:2][C:3]([NH:5][C:6]([NH:8][C:9]1[CH:14]=[CH:13][CH:12]=[CH:11][C:10]=1[NH2:15])=[S:7])=[O:4].[Cl:16][CH2:17][C:18](Cl)=[O:19]>C1(C)C=CC=CC=1>[CH3:1][O:2][C:3]([NH:5][C:6]([NH:8][C:9]1[CH:14]=[CH:13][CH:12]=[CH:11][C:10]=1[NH:15][C:18](=[O:19])[CH2:17][Cl:16])=[S:7])=[O:4]. The solvent is C1(=CC=CC=C1)C (toluene). The yield is 66.2%. Procedure: A suspension of 1-methoxycarbonyl-3-(2-aminophenyl)thiourea (9.00 g) in toluene (80 ml) was treated with chloroacetyl chloride (4.52 g) at room temperature and the mixture was heated to reflux for 1 hour with stirring. The mixture was then cooled to room temperature and the resultant white solid was filtered off and recrystallised from ethanol to give 1-methoxycarbonyl-3-(2-chloroacetamidophenyl)thiourea (7.98 g ), m.p. 156°-158° C. The product is COC(=O)NC(=S)NC1=C(C=CC=C1)NC(CCl)=O (1-methoxycarbonyl-3-(2-chloroacetamidophenyl)thiourea). Reactants: COC(=O)NC(=S)NC1=C(C=CC=C1)N (1-methoxycarbonyl-3-(2-aminophenyl)thiourea), ClCC(=O)Cl (chloroacetyl chloride). Starting materials: C1=C(C=CC2=CC=C(C=C12)C=1C2=CC=CC=C2C(=C2C=CC=CC12)Br)C1=CC2=CC=CC=C2C=C1 (9-([2,2′-binaphthalen]-7-yl)-10-bromoanthracene), C=1(C(=CC=CC1)B(O)O)C1=CC=CC=C1 (o-biphenylboronic acid), COC=1C=CC=C(C1C=2C=CC=CC2P(C3CCCCC3)C4CCCCC4)OC (SPhos), P(=O)([O-])([O-])[O-].[K+].[K+].[K+] (potassium phosphate), C=1(C)C(C)=CC(C)=CC1 (pseudo cumene). The reagents and catalysts are CC(=O)[O-].CC(=O)[O-].[Pd+2] (Pd(OAc)2). Solvent: O (water), C(C)(C)(C)O (t-butyl alcohol). The product is C1=CC=CC2=CC3=CC=CC=C3C=C12 (anthracene). The yield is 71.5%. Reaction SMILES: C1C2C(=CC=C([C:11]3[C:12]4[C:17]([C:18](Br)=[C:19]5[C:24]=3[CH:23]=[CH:22][CH:21]=[CH:20]5)=[CH:16][CH:15]=[CH:14][CH:13]=4)C=2)C=CC=1C1C=CC2C(=CC=CC=2)C=1.C1(C2C=CC=CC=2)C(B(O)O)=CC=CC=1.COC1C=CC=C(OC)C=1C1C=CC=CC=1P(C1CCCCC1)C1CCCCC1.P([O-])([O-])([O-])=O.[K+].[K+].[K+].C1(C(=CC(=CC=1)C)C)C>CC([O-])=O.CC([O-])=O.[Pd+2].O.C(O)(C)(C)C>[CH:13]1[C:12]2[C:17](=[CH:18][C:19]3[C:24]([CH:11]=2)=[CH:23][CH:22]=[CH:21][CH:20]=3)[CH:16]=[CH:15][CH:14]=1 |f:3.4.5.6,8.9.10|. Reported procedure: Under the nitrogen atmosphere, [9-([2,2′-binaphthalen]-7-yl)-10-bromoanthracene (2.0 g) as the tenth intermediate compound, o-biphenylboronic acid (0.9 g), Pd(OAc)2 (0.03 g), SPhos (manufactured by Aldrich Company) (0.12 g), potassium phosphate (1.7 g), and a mixture solvent of pseudo cumene, t-butyl alcohol, and water (14 ml) (pseudo cumene/t-butyl alcohol/water=10/3/1 (volume ratio)) were added to a flask and refluxed for 8 hours. Once the heating is completed, the reaction solution was cooled... The reactants are C[Si](C)(C)CCOCn1ccc(Nc2cccc(CO)n2)n1, CS(=O)(=O)Cl, CCN(C(C)C)C(C)C, ClC(Cl)Cl. Yields the product C[Si](C)(C)CCOCn1ccc(Nc2cccc(COS(C)(=O)=O)n2)n1. Reaction SMILES: [CH3:1][Si:2]([CH2:3][CH2:4][O:5][CH2:6][n:7]1[n:8][c:9]([NH:12][c:13]2[cH:14][cH:15][cH:16][c:17]([CH2:19][OH:20])[n:18]2)[cH:10][cH:11]1)([CH3:21])[CH3:22].[CH3:32][S:33]([Cl:34])(=[O:35])=[O:36].[CH:23]([N:24]([CH2:25][CH3:26])[CH:27]([CH3:28])[CH3:29])([CH3:30])[CH3:31].[CH:37]([Cl:38])([Cl:39])[Cl:40]>>[CH3:1][Si:2]([CH2:3][CH2:4][O:5][CH2:6][n:7]1[n:8][c:9]([NH:12][c:13]2[cH:14][cH:15][cH:16][c:17]([CH2:19][O:20][S:33]([CH3:32])(=[O:35])=[O:36])[n:18]2)[cH:10][cH:11]1)([CH3:21])[CH3:22]. Reactants: C(CC(=O)C)(=O)OCC (ethyl acetoacetate), C(O)(=O)OC=1C(O)=CC=CC1 (pyrocatechol carbonate), C(=O)=O (CO2). Product: C(C)OC(CC1(OC2=C(O1)C=CC=C2)C)=O (Ethyl(2-methyl-1,3-benzodioxol-2-yl)acetate). As a reaction SMILES: [C:1]([O:7][CH2:8][CH3:9])(=[O:6])[CH2:2][C:3]([CH3:5])=[O:4].C([O:13][C:14]1[C:15](=[CH:17][CH:18]=[CH:19][CH:20]=1)O)(=O)O.C(=O)=O>>[CH2:8]([O:7][C:1](=[O:6])[CH2:2][C:3]1([CH3:5])[O:13][C:14]2[CH:15]=[CH:17][CH:18]=[CH:19][C:20]=2[O:4]1)[CH3:9]. Procedure details: 13 g of ethyl acetoacetate and 13.6 g of pyrocatechol carbonate are heated until evolution of CO2 ceases. The residue is distilled under reduced pressure, b.p. 83°-86°C/0.3 mm. The reactants are Clc1cc(I)ccc1CBr, O=C1NC(=O)c2ccccc21, CN(C)C=O, CCOC(C)=O, [K]. Product: O=C1c2ccccc2C(=O)N1Cc1ccc(I)cc1Cl. RXN SMILES: [Br:1][CH2:2][c:3]1[c:4]([Cl:10])[cH:5][c:6]([I:9])[cH:7][cH:8]1.[C:11]1(=[O:21])[c:12]2[c:13]([cH:17][cH:18][cH:19][cH:20]2)[C:14](=[O:16])[NH:15]1.[CH3:23][N:24]([CH3:25])[CH:26]=[O:27].[CH3:28][CH2:29][O:30][C:31](=[O:32])[CH3:33].[K:22]>>[CH2:2]([c:3]1[c:4]([Cl:10])[cH:5][c:6]([I:9])[cH:7][cH:8]1)[N:15]1[C:11](=[O:21])[c:12]2[c:13]([cH:17][cH:18][cH:19][cH:20]2)[C:14]1=[O:16].